From a dataset of the Open Reaction Database (ORD), a public repository of structured organic reaction records. describe an organic reaction: reactants, conditions, products, and yield The reactants are OC[C@@H]1[C@@H]2[C@@H](CNC1)C1=C(OC2)C=CC(=C1)OC ((±)-[4R*,4aS*,10bR*]-4-(hydroxymethyl)-1,3,4,4a,5,10b-hexahydro-9-methoxy-2H-[1]benzopyrano[4,3-c]pyridine), BrBr (bromine). Solvent: C(C)(=O)O (acetic acid). Run at time 1.5 hour. Yields the product BrC1=CC(=CC2=C1OC[C@H]1[C@H]2CNC[C@@H]1CO)OC ((±)-[4R*,4aS*,10bR*]-7-Bromo-4-(hydroxymethyl)-1,3,4,4a,5,10b-hexahydro-9-methoxy-2H-[1]benzopyrano[4,3-c]pyridine). RXN SMILES: [OH:1][CH2:2][C@H:3]1[CH2:8][NH:7][CH2:6][C@H:5]2[C:9]3[CH:16]=[C:15]([O:17][CH3:18])[CH:14]=[CH:13][C:10]=3[O:11][CH2:12][C@H:4]12.[Br:19]Br>C(O)(=O)C>[Br:19][C:13]1[C:10]2[O:11][CH2:12][C@@H:4]3[C@@H:3]([CH2:2][OH:1])[CH2:8][NH:7][CH2:6][C@H:5]3[C:9]=2[CH:16]=[C:15]([O:17][CH3:18])[CH:14]=1. Procedure: To a stirred solution of 8.66 g (±)-[4R*,4aS*,10bR*]-4-(hydroxymethyl)-1,3,4,4a,5,10b-hexahydro-9-methoxy-2H-[1]benzopyrano[4,3-c]pyridine in 90 ml acetic acid is added dropwise 1.96 ml bromine at 25°. After stirring 1.5 h, the solution is concentrated under reduced pressure and treated with 100 ml 2N NaOH. The aqueous phase is extracted with three 100 ml portions of CH2Cl2. The organic extracts are dried over Na2SO4, filtered, concentrated and flash chromatographed with CH2Cl2 /ammonia saturate... The reactants are ClC1=CC=C(C=C1)C1CN(C1)C(C1=CC=CC=C1)C1=CC=CC=C1 (3-(4-chlorophenyl)-1-(diphenylmethyl)azetidine), NC[C@@H](C)O ((R)-1-amino-2-propanol), C(C)OCC.C1(=CC=CC=C1)C (diethyl ether toluene). Product: ClC1=CC=C(C=C1)C1CN(C1)CC(=O)NC[C@@H](C)O ((R)-3-(4-Chlorophenyl)-N-(2-hydroxypropyl)azetidine-1-carboxiamide). Reaction SMILES: [Cl:1][C:2]1[CH:7]=[CH:6][C:5]([CH:8]2[CH2:11][N:10]([CH:12]([C:19]3C=CC=CC=3)C3C=CC=CC=3)[CH2:9]2)=[CH:4][CH:3]=1.[NH2:25][CH2:26][C@H:27]([OH:29])[CH3:28].C([O:32]CC)C.C1(C)C=CC=CC=1>>[Cl:1][C:2]1[CH:3]=[CH:4][C:5]([CH:8]2[CH2:9][N:10]([CH2:12][C:19]([NH:25][CH2:26][C@H:27]([OH:29])[CH3:28])=[O:32])[CH2:11]2)=[CH:6][CH:7]=1 |f:2.3|. Reported procedure: This compound was prepared from compound (6) and (R)-1-amino-2-propanol using the procedure outlined in Example 4, m.p. 92-93° C. (diethyl ether-toluene). Found: C, 58.97; H, 6.38; N, 9.96. C13H17CIN2O2.0.2PhCH3, requires C, 60.23; H, 6.48; N, 9.76%. Reactants: BrC1=CC(=NC=C1)NC(C)(CC(C)(C)C)C (4-bromo-N-(2,4,4-trimethylpentan-2-yl)pyridin-2-amine), [N-]=[N+]=[N-].[Na+] (sodium azide), CN(CCN)C (N,N-dimethylethane-1,2-diamine). The reagents and catalysts are [Cu]I (CuI). The solvent is C(C)(=O)OCC (ethyl acetate), [Cl-].[NH4+] (ammonium chloride), CS(=O)C (dimethylsulfoxide). Reaction conditions: temperature 90 celsius, time 1 hour. Product: CC(C)(CC(C)(C)C)NC1=NC=CC(=C1)N (N2-(2,4,4-trimethylpentan-2-yl)pyridine-2,4-diamine). The yield is 3.5%. As a reaction SMILES: Br[C:2]1[CH:7]=[CH:6][N:5]=[C:4]([NH:8][C:9]([CH3:16])([CH2:11][C:12]([CH3:15])([CH3:14])[CH3:13])[CH3:10])[CH:3]=1.[N-:17]=[N+]=[N-].[Na+].CN(C)CCN>CS(C)=O.C(OCC)(=O)C.[Cl-].[NH4+].[Cu]I>[CH3:10][C:9]([NH:8][C:4]1[CH:3]=[C:2]([NH2:17])[CH:7]=[CH:6][N:5]=1)([CH2:11][C:12]([CH3:15])([CH3:14])[CH3:13])[CH3:16] |f:1.2,6.7|. Procedure details: A mixture of 4-bromo-N-(2,4,4-trimethylpentan-2-yl)pyridin-2-amine (7.5 g, 260 mmol), sodium azide (5.07 g, 780 mmol), CuI (1.4 g, 7.8 mmol), N,N-dimethylethane-1,2-diamine (1.3 g, 15 mmol) in dimethylsulfoxide (150 mL) was heated in a sealed reaction vessel at 90° C. for 16 hours. The reaction mixture was diluted with ethyl acetate (500 mL), saturated ammonium chloride (1000 mL) and stirred for 1 hour. The organic layer was separated and the aqueous layer was again extracted with ethyl acetate ... The reactants are O1C=NC2=C1C=CC=C2 (benzoxazole), NC1=C(C=CC=C1O)C (2-amino-m-cresol), C(CCCCC)OC1=C(C=O)C=C(C(=C1)CO)OCCCCCC (2,5-bis(hexyloxy)-4-(hydroxymethyl)benzaldehyde), O1C=NC2=C1C=CC=C2 (benzoxazole), NC1=C(C=CC(=C1)C(C)(C)C)O (2-amino-4-(tert-butyl)phenol), CC1=CC=CC2=C1N=C(O2)C2=CC(=C(C=O)C=C2OCCCCCC)OCCCCCC (4-(4-methylbenzoxazolyl)-2,5-bis(hexyloxy)benzaldehyde). Product: CC1=CC=CC2=C1N=C(O2)C2=C(C=C(C(=C2)OCCCCCC)CO)OCCCCCC (2-(4-methylbenzoxazolyl)-5-(hydroxylmethyl)-1,4-bis(hexyloxy)benzene). The yield is 71.0%. RXN SMILES: O1C2C=CC=CC=2N=C1.NC1C(O)=CC=CC=1C.C(OC1C=C(CO)C(OCCCCCC)=CC=1C=O)CCCCC.NC1C=C(C(C)(C)C)C=CC=1O.[CH3:55][C:56]1[C:61]2[N:62]=[C:63]([C:65]3[C:72]([O:73][CH2:74][CH2:75][CH2:76][CH2:77][CH2:78][CH3:79])=[CH:71][C:68]([CH:69]=[O:70])=[C:67]([O:80][CH2:81][CH2:82][CH2:83][CH2:84][CH2:85][CH3:86])[CH:66]=3)[O:64][C:60]=2[CH:59]=[CH:58][CH:57]=1>>[CH3:55][C:56]1[C:61]2[N:62]=[C:63]([C:65]3[CH:66]=[C:67]([O:80][CH2:81][CH2:82][CH2:83][CH2:84][CH2:85][CH3:86])[C:68]([CH2:69][OH:70])=[CH:71][C:72]=3[O:73][CH2:74][CH2:75][CH2:76][CH2:77][CH2:78][CH3:79])[O:64][C:60]=2[CH:59]=[CH:58][CH:57]=1. Reported procedure: The sensor Zinhbo-5 can be synthesized as shown in Scheme 1, which requires a sequential construction of two benzoxazole units. The first benzoxazole unit is constructed by reaction of 2-amino-m-cresol with 2,5-bis(hexyloxy)-4-(hydroxymethyl)benzaldehyde in three steps (in 71% yield). The second benzoxazole unit is synthesized by reaction of 2-amino-4-(tert-butyl)phenol with 4-(4-methylbenzoxazolyl)-2,5-bis(hexyloxy)benzaldehyde.